Task: describe an organic reaction: reactants, conditions, products, and yield. Dataset: the Open Reaction Database (ORD), a public repository of structured organic reaction records Reactants: ClC1=C(C=O)C=CC=C1Cl (2,3-dichlorobenzaldehyde), C1(CC1)N (cyclopropylamine). Yields the product ClC1=C(CNC2CC2)C=CC=C1Cl ((2,3-Dichlorobenzyl)cyclopropylamine). RXN SMILES: [Cl:1][C:2]1[C:9]([Cl:10])=[CH:8][CH:7]=[CH:6][C:3]=1[CH:4]=O.[CH:11]1([NH2:14])[CH2:13][CH2:12]1>>[Cl:1][C:2]1[C:9]([Cl:10])=[CH:8][CH:7]=[CH:6][C:3]=1[CH2:4][NH:14][CH:11]1[CH2:13][CH2:12]1. Procedure details: Synthesized according to typical procedure J from 2,3-dichlorobenzaldehyde and cyclopropylamine.